This data is from the Open Reaction Database (ORD), a public repository of structured organic reaction records. The task is: describe an organic reaction: reactants, conditions, products, and yield Reactants: FC1=CC=C(C=C1)N1C(C(=CC(=C1)C)C(=O)OCC)=O (ethyl 1-(4-fluorophenyl)-5-methyl-2-oxo-1,2-dihydropyridine-3-carboxylate), C1CC(=O)N(C1=O)Br (NBS), CC(C)(C#N)N=NC(C)(C)C#N (AIBN), N1CCOCC1 (morpholine), C(=O)([O-])[O-].[K+].[K+] (K2CO3). The solvent is CO (MeOH), C(Cl)(Cl)(Cl)Cl (CCl4). Reaction conditions: time 2 hour. Yields the product FC1=CC=C(C=C1)N1C(C(=CC(=C1)CN1CCOCC1)C(=O)OCC)=O (Ethyl 1-(4-fluorophenyl)-5-(morpholinomethyl)-2-oxo-1,2-dihydropyridine-3-carboxylate). Yield: 47.2%. Reaction SMILES: [F:1][C:2]1[CH:7]=[CH:6][C:5]([N:8]2[CH:13]=[C:12]([CH3:14])[CH:11]=[C:10]([C:15]([O:17][CH2:18][CH3:19])=[O:16])[C:9]2=[O:20])=[CH:4][CH:3]=1.C1C(=O)N(Br)C(=O)C1.CC(N=NC(C#N)(C)C)(C#N)C.[NH:41]1[CH2:46][CH2:45][O:44][CH2:43][CH2:42]1.C([O-])([O-])=O.[K+].[K+]>C(Cl)(Cl)(Cl)Cl.CO>[F:1][C:2]1[CH:7]=[CH:6][C:5]([N:8]2[CH:13]=[C:12]([CH2:14][N:41]3[CH2:46][CH2:45][O:44][CH2:43][CH2:42]3)[CH:11]=[C:10]([C:15]([O:17][CH2:18][CH3:19])=[O:16])[C:9]2=[O:20])=[CH:4][CH:3]=1 |f:4.5.6|. Reported procedure: A mixture of ethyl 1-(4-fluorophenyl)-5-methyl-2-oxo-1,2-dihydropyridine-3-carboxylate (0.275 g, 1 mmol), NBS (0.2 g, 1.1 mmol), AIBN (40 mg, 0.2 mmol) in CCl4 (20 mL) is heated at reflux for 3 hours. After the reaction is cooled down, morpholine (0.088 mL, 1 mmol) and K2CO3 (0.14 g, 1 mmol) are added. The reaction is stirred at RT for another 2 hours. The solvent is removed, and the residue is diluted with water (10 mL) and extracted with EtOAc (20 mL) twice. The combined organic phases are was...